Dataset: the Open Reaction Database (ORD), a public repository of structured organic reaction records. Task: describe an organic reaction: reactants, conditions, products, and yield Reactants: FC1=CC=CC=2N=C(SC21)C(CC(C(F)F)=O)=O (1-(7-fluorobenzothiazol-2-yl)-4,4-difluorobutane-1,3-dione), Cl.CS(=O)(=O)C1=CC=C(C=C1)NN (4-methylsulfonylphenylhydrazine hydrochloride). The product is FC1=CC=CC=2N=C(SC21)C2=CC(=NN2C2=CC=C(C=C2)S(=O)(=O)C)C(F)F (7-fluoro-2-[1-(4-methylsulfonylphenyl)-3-difluoromethyl-1H-pyrazol-5-yl]benzothiazole). The yield is 63.0%. Reaction SMILES: [F:1][C:2]1[C:10]2[S:9][C:8]([C:11](=O)[CH2:12][C:13](=O)[CH:14]([F:16])[F:15])=[N:7][C:6]=2[CH:5]=[CH:4][CH:3]=1.Cl.[CH3:20][S:21]([C:24]1[CH:29]=[CH:28][C:27]([NH:30][NH2:31])=[CH:26][CH:25]=1)(=[O:23])=[O:22]>>[F:1][C:2]1[C:10]2[S:9][C:8]([C:11]3[N:30]([C:27]4[CH:26]=[CH:25][C:24]([S:21]([CH3:20])(=[O:23])=[O:22])=[CH:29][CH:28]=4)[N:31]=[C:13]([CH:14]([F:16])[F:15])[CH:12]=3)=[N:7][C:6]=2[CH:5]=[CH:4][CH:3]=1 |f:1.2|. Procedure: The procedure of Example 9 was repeated using 1-(7-fluorobenzothiazol-2-yl)-4,4-difluorobutane-1,3-dione and 4-methylsulfonylphenylhydrazine hydrochloride as the starting materials to obtain 7-fluoro-2-[1-(4-methylsulfonylphenyl)-3-difluoromethyl-1H-pyrazol-5-yl]benzothiazole (yield, 63%). NMR(CDCl3) δ: 3.11 (3H, s), 6.81 (1H, t, J=54.8 Hz), 7.09 (1H, app t, J=8.6 Hz), 7.24 (1H, s), 7.48 (1H, dt, J=5.4 Hz, 8.0 Hz), 7.72-7.75 (3H, m), 8.03-8.07 (2H, m); mp 193-195° C. (methanol)